Dataset: the Open Reaction Database (ORD), a public repository of structured organic reaction records. Task: describe an organic reaction: reactants, conditions, products, and yield Starting materials: COC(=O)c1ccc2cnn(C3CCCC3)c2c1, CO, [Na+], [OH-]. Product: O=C(O)c1ccc2cnn(C3CCCC3)c2c1. As a reaction SMILES: [CH3:1][O:2][C:3](=[O:4])[c:5]1[cH:6][cH:7][c:8]2[cH:9][n:10][n:11]([CH:14]3[CH2:15][CH2:16][CH2:17][CH2:18]3)[c:12]2[cH:13]1.[CH3:21][OH:22].[Na+:20].[OH-:19]>>[O:2]=[C:3]([OH:4])[c:5]1[cH:6][cH:7][c:8]2[cH:9][n:10][n:11]([CH:14]3[CH2:15][CH2:16][CH2:17][CH2:18]3)[c:12]2[cH:13]1. Reactants: N([C@@H](CC1=CC=C(C=C1)O)C(=O)OC)C(=O)OC(C)(C)C (Boc-Tyr-OMe), FC1=CC=C(C(=O)C2=CC=CC=C2)C=C1 (4-fluorobenzophenone), C([O-])([O-])=O.[K+].[K+] (potassium carbonate). Solvent: CN(C)C=O (DMF). Reaction conditions: temperature 100 celsius, time 42 hour. Product: C(C)(C)(C)OC(=O)N[C@H](C(=O)OC)CC1=CC=C(C=C1)OC1=CC=C(C=C1)C(C1=CC=CC=C1)=O (Methyl (2S)-2-[(tert-Butoxycarbonyl)amino]-3-[4-(4-benzoylphenoxy)phenyl]Propanoate). The yield is 102.8%. Reaction SMILES: [NH:1]([C:15]([O:17][C:18]([CH3:21])([CH3:20])[CH3:19])=[O:16])[C@H:2]([C:11]([O:13][CH3:14])=[O:12])[CH2:3][C:4]1[CH:9]=[CH:8][C:7]([OH:10])=[CH:6][CH:5]=1.F[C:23]1[CH:36]=[CH:35][C:26]([C:27]([C:29]2[CH:34]=[CH:33][CH:32]=[CH:31][CH:30]=2)=[O:28])=[CH:25][CH:24]=1.C(=O)([O-])[O-].[K+].[K+]>CN(C=O)C>[C:18]([O:17][C:15]([NH:1][C@@H:2]([CH2:3][C:4]1[CH:5]=[CH:6][C:7]([O:10][C:32]2[CH:33]=[CH:34][C:29]([C:27](=[O:28])[C:26]3[CH:35]=[CH:36][CH:23]=[CH:24][CH:25]=3)=[CH:30][CH:31]=2)=[CH:8][CH:9]=1)[C:11]([O:13][CH3:14])=[O:12])=[O:16])([CH3:21])([CH3:20])[CH3:19] |f:2.3.4|. Reported procedure: A mixture of Boc-Tyr-OMe (0.80 g, 2.7 mmol), 4-fluorobenzophenone (0.80 g, 4.0 mmol) and potassium carbonate (1.11 g, 8.0 mmol) in DMF (30 mL) was heated to 100° C. After 42 h, the reaction mixture was allowed to cool to rt. DMF was removed in vacuo and the remaining material was partitioned between EtOAc (50 mL) and water (50 mL). This gave an emulsion that was allowed to sit overnight. The following day the layers had mostly separated and so the organic layer was concentrated in vacuo to give ... Reactants: C(C)N(C(C1=C(C(=CC=C1)C)C)=O)CC (N,N-diethyl-2,3-dimethylbenzamide), C(C1=CC=CC=C1)N1CC(CC1)C#N (1-benzyl-3-cyanopyrrolidine), C(C)(C)NC(C)C (diisopropylamine), CCCCCC.C(CCC)[Li] (n-butyllithium hexane). Solvent: O1CCCC1 (tetrahydrofuran), O1CCCC1 (tetrahydrofuran), O1CCCC1 (tetrahydrofuran). Run at temperature 0 celsius, time 30 minute. Product: C(C1=CC=CC=C1)N1CC(CC1)C=1NC(C2=CC=CC(=C2C1)C)=O ((±)-3-(1-benzylpyrrolidin-3-yl)-5-methyl-2H-isoquinolin-1-one). Yield: 104.4%. As a reaction SMILES: C(NC(C)C)(C)C.CCCCCC.C([Li])CCC.C([N:21]([CH2:32][CH3:33])[C:22](=[O:31])[C:23]1[CH:28]=[CH:27][CH:26]=[C:25]([CH3:29])[C:24]=1[CH3:30])C.[CH2:34]([N:41]1[CH2:45]C[CH:43](C#N)[CH2:42]1)[C:35]1[CH:40]=[CH:39][CH:38]=[CH:37][CH:36]=1>O1CCCC1>[CH2:34]([N:41]1[CH2:42][CH2:43][CH:33]([C:32]2[NH:21][C:22](=[O:31])[C:23]3[C:24]([CH:30]=2)=[C:25]([CH3:29])[CH:26]=[CH:27][CH:28]=3)[CH2:45]1)[C:35]1[CH:40]=[CH:39][CH:38]=[CH:37][CH:36]=1 |f:1.2|. Procedure details: A solution (400 mL) of diisopropylamine (26.9 g) in tetrahydrofuran was cooled to −5° C. and 1.57 M n-butyllithium hexane solution (154 ml) was added dropwise to the solution. After stirring at 0° C. for 30 min, the mixture was cooled to −78° C. and a solution (50 mL) of N,N-diethyl-2,3-dimethylbenzamide (45.1 g) in tetrahydrofuran was added dropwise. After stirring at −78° C. for 1 hr, a solution (50 mL) of 1-benzyl-3-cyanopyrrolidine (37.18 g) in tetrahydrofuran was added dropwise. After compl... The reactants are Cl (Hydrochloric acid), C(C)O (ethanol), CN1C(C=CC2=CC(=CC=C12)OCCCN(C(C1=CC=CC=C1)=O)CC=1C=NC=CC1)=O (N-[3-(1-Methyl-2-oxo-1,2-dihydroquinolin-6-yloxy)propyl]-N-(pyridin-3-ylmethyl)benzamide). The solvent is O (Water). Run at time 60 hour. Yields the product CN1C(C=CC2=CC(=CC=C12)OCCCNCC=1C=NC=CC1)=O (1-methyl-6-{3-[(pyridin-3-ylmethyl)amino]propoxy}-1H-quinolin-2-one). Yield: 88.8%. As a reaction SMILES: Cl.C(O)C.[CH3:5][N:6]1[C:15]2[C:10](=[CH:11][C:12]([O:16][CH2:17][CH2:18][CH2:19][N:20]([CH2:29][C:30]3[CH:31]=[N:32][CH:33]=[CH:34][CH:35]=3)C(=O)C3C=CC=CC=3)=[CH:13][CH:14]=2)[CH:9]=[CH:8][C:7]1=[O:36]>O>[CH3:5][N:6]1[C:15]2[C:10](=[CH:11][C:12]([O:16][CH2:17][CH2:18][CH2:19][NH:20][CH2:29][C:30]3[CH:31]=[N:32][CH:33]=[CH:34][CH:35]=3)=[CH:13][CH:14]=2)[CH:9]=[CH:8][C:7]1=[O:36]. Procedure: 3N-Hydrochloric acid(5 ml) was added to a ethanol solution(5 ml) of N-[3-(1-Methyl-2-oxo-1,2-dihydroquinolin-6-yloxy)propyl]-N-(pyridin-3-ylmethyl)benzamide(250.1 mg), and stirred for 60 hours while heated under reflux. The reaction mixture was cooled to room temperature. Water was added thereto, washed with ethyl acetate. A saturated sodium hydrogencarbonate aqueous solution was added to the aqueous layer, followed by extraction using dichloromethane. The organic layer was dried with anhydrous ... The reactants are Cc1ccc(S(=O)(=O)OCC2Cc3cc(F)cc(-c4c(C)cccc4C)c3O2)cc1, CN, CO, Cl. Product: CNCC1Cc2cc(F)cc(-c3c(C)cccc3C)c2O1. As a reaction SMILES: [CH3:2][c:3]1[cH:4][cH:5][c:6]([S:7]([O:8][CH2:13][CH:14]2[O:15][c:16]3[c:17]([cH:19][c:20]([F:31])[cH:21][c:22]3-[c:23]3[c:24]([CH3:30])[cH:25][cH:26][cH:27][c:28]3[CH3:29])[CH2:18]2)(=[O:9])=[O:10])[cH:11][cH:12]1.[CH3:32][NH2:33].[CH3:34][OH:35].[ClH:1]>>[CH2:13]([CH:14]1[O:15][c:16]2[c:17]([cH:19][c:20]([F:31])[cH:21][c:22]2-[c:23]2[c:24]([CH3:30])[cH:25][cH:26][cH:27][c:28]2[CH3:29])[CH2:18]1)[NH:33][CH3:32]. Starting materials: CC(C)(C)OC(=O)N1C[C@@H]2C[C@H]1CN2, COC1=CC=CC=C1Br. The reagents and catalysts are CC(C)(C)[O-].[Na+], C1=CC=C(C=C1)P(C2=CC=CC=C2)C3=C(C4=CC=CC=C4C=C3)C5=C(C=CC6=CC=CC=C65)P(C7=CC=CC=C7)C8=CC=CC=C8, C1=CC=C(C=C1)/C=C/C(=O)/C=C/C2=CC=CC=C2.C1=CC=C(C=C1)/C=C/C(=O)/C=C/C2=CC=CC=C2.C1=CC=C(C=C1)/C=C/C(=O)/C=C/C2=CC=CC=C2.[Pd].[Pd]. Solvent: CC1=CC=CC=C1. Reaction conditions: temperature 105 celsius. The product is CC(C)(C)OC(=O)N1C[C@@H]2C[C@H]1CN2C3=CC=CC=C3OC. The yield is 68.9%. Procedure details: TRIS(DIBENZYLIDENEACETONE)DIPALLADIUM(0) (0.046 g, 0.05 mmol) and rac-2,2'-bis(diphenylphosphino)-1,1'-binaphthyl (0.063 g, 0.10 mmol) were mixed together and evacuated and purged with nitrogen 3 times. toluene (24.91 ml) was added and the resulting mixture heated to 50°C for 10 minutes.  In a second reaction vessel was mixed sodium tert-butoxide (0.387 g, 4.03 mmol), (1S,4S)-tert-butyl 2,5-diazabicyclo[2.2.1]heptane-2-carboxylate (0.500 g, 2.52 mmol), 1-bromo-2-methoxybenzene (0.314 ml, 2.52 mm... Reactants: Cl (hydrochloric acid), [NH4+].[OH-] (NH4OH), C1OC=2C=C(CNCC(OC)OC)C=CC2O1 ((3,4-Methylenedioxybenzyl)-(2,2-dimethoxyethyl)amine), COC=1C=C(C=O)C=C(C1OC)OC (3,4,5-trimethoxybenzaldehyde). Run in CCOCC (ether), FC(C(=O)O)(F)F (trifluoracetic acid), CO.O.CC(=O)C (methanol water acetone). Run at temperature 100 celsius, time 3 hour. The product is Cl.COC1=C(C(=CC=2CC3=C(N=CC4=CC5=C(C=C34)OCO5)C12)OC)OC (7,8,9-Trimethoxy-2,3-methylenedioxy-11H-indeno[1,2-c]isoquinoline Hydrochloride). The yield is 45.0%. As a reaction SMILES: [CH2:1]1[O:17][C:16]2[CH:15]=[CH:14][C:5]([CH2:6][NH:7][CH2:8][CH:9](OC)OC)=[CH:4][C:3]=2[O:2]1.[CH3:18][O:19][C:20]1[CH:21]=[C:22]([CH:25]=[C:26]([O:30][CH3:31])[C:27]=1[O:28][CH3:29])[CH:23]=O.[ClH:32].[NH4+].[OH-]>FC(F)(F)C(O)=O.CO.O.CC(C)=O.CCOCC>[ClH:32].[CH3:18][O:19][C:20]1[C:21]2[C:8]3[N:7]=[CH:6][C:5]4[C:14]([C:9]=3[CH2:23][C:22]=2[CH:25]=[C:26]([O:30][CH3:31])[C:27]=1[O:28][CH3:29])=[CH:15][C:16]1[O:17][CH2:1][O:2][C:3]=1[CH:4]=4 |f:3.4,6.7.8,10.11|. Procedure: Amine 12b (2.28 g, 9.52 mmol) and 3,4,5-trimethoxybenzaldehyde (10c, 3.77 g, 19.2 mmol) were reacted in trifluoracetic acid (25 mL) with stirring at 100° C. for 3 h. The reaction mixture was cooled and hydrochloric acid (2 M in ether, 10 mL) and ether (200 mL) were added. The precipitate was isolated and dissolved in methanol-water-acetone 1:1:1 (250 mL) and NH4OH was used to bring the mixture to a basic pH. The mixture was extracted with chloroform (350 mL). The organic layer was washed with br...